From a dataset of the Open Reaction Database (ORD), a public repository of structured organic reaction records. describe an organic reaction: reactants, conditions, products, and yield Starting materials: ClC1=CC(=C(N)C(=C1)F)F (4-chloro-2,6-difluoroaniline), C(C(C)O)O (1,2-propanediol), ClS(=O)(=O)C1=NN2C(=NC=C(C2=N1)F)OC (2-chlorosulfonyl-8-fluoro-5-methoxy[1,2,4]triazolo[1,5-c]pyrimidine). Solvent: ClCCl (dichloromethane). Run at temperature 35 celsius. Yields the product ClC1=CC(=C(C(=C1)F)NS(=O)(=O)C1=NN2C(=NC=C(C2=N1)F)OC)F (N-(4-Chloro-2,6-difluorophenyl)-8-fluoro-5-methoxy[1,2,4]triazolo[1,5-c]pyrimidine-2-sulfonamide). As a reaction SMILES: [Cl:1][C:2]1[CH:8]=[C:7]([F:9])[C:5]([NH2:6])=[C:4]([F:10])[CH:3]=1.C(O)C(O)C.Cl[S:17]([C:20]1[N:28]=[C:27]2[N:22]([C:23]([O:30][CH3:31])=[N:24][CH:25]=[C:26]2[F:29])[N:21]=1)(=[O:19])=[O:18]>ClCCl>[Cl:1][C:2]1[CH:8]=[C:7]([F:9])[C:5]([NH:6][S:17]([C:20]2[N:28]=[C:27]3[N:22]([C:23]([O:30][CH3:31])=[N:24][CH:25]=[C:26]3[F:29])[N:21]=2)(=[O:18])=[O:19])=[C:4]([F:10])[CH:3]=1. Procedure details: A mixture of 24.0 g (147 mmol) of 4-chloro-2,6-difluoroaniline and 22.9 g of 1,2-propanediol was placed in a round bottom flask and heated to 35° C. with stirring. A mixture of 14.5 g (49 mmol) of 88 percent purity 2-chlorosulfonyl-8-fluoro-5-methoxy[1,2,4]triazolo[1,5-c]pyrimidine with 29.1 g of dichloromethane was prepared and was added in 1 mL shots over a 4 hour period. The resulting mixture was heated another 4 hours and was then stirred overnight at ambient temperature. It was then cooled ... The reactants are C1(=CC=CC=C1)C=1N=C2N(C=CC(=N2)N)C1 (2-phenylimidazo[1,2-a]pyrimidin-7-amine), COC1=C(C(=O)O)C=CC=N1 (2-methoxynicotinic acid), C(C)(C)N(CC)C(C)C (diisopropylethylamine), CCCP(=O)=O (propylphosphonic anhydride). The solvent is C(C)(=O)OCC (ethyl acetate), O1CCCC1 (tetrahydrofuran), C(C)(=O)OCC (ethyl acetate). Reaction conditions: temperature 60 celsius, time 18 hour. The product is COC1=C(C(=O)NC2=NC=3N(C=C2)C=C(N3)C3=CC=CC=C3)C=CC=N1 (2-methoxy-N-(2-phenylimidazo[1,2-a]pyrimidin-7-yl)nicotinamide). Isolated yield 11.0%. As a reaction SMILES: [C:1]1([C:7]2[N:8]=[C:9]3[N:14]=[C:13]([NH2:15])[CH:12]=[CH:11][N:10]3[CH:16]=2)[CH:6]=[CH:5][CH:4]=[CH:3][CH:2]=1.[CH3:17][O:18][C:19]1[N:27]=[CH:26][CH:25]=[CH:24][C:20]=1[C:21](O)=[O:22].C(N(C(C)C)CC)(C)C.CCCP(=O)=O>O1CCCC1.C(OCC)(=O)C>[CH3:17][O:18][C:19]1[N:27]=[CH:26][CH:25]=[CH:24][C:20]=1[C:21]([NH:15][C:13]1[CH:12]=[CH:11][N:10]2[CH:16]=[C:7]([C:1]3[CH:2]=[CH:3][CH:4]=[CH:5][CH:6]=3)[N:8]=[C:9]2[N:14]=1)=[O:22]. Procedure details: A mixture of 2-phenylimidazo[1,2-a]pyrimidin-7-amine (200 mg, 951 μmol, Eq: 1.00), 2-methoxynicotinic acid (146 mg, 951 μmol, Eq: 1.00), diisopropylethylamine (369 mg, 498 μl, 2.85 mmol, Eq: 3) and propylphosphonic anhydride in ethyl acetate 50% (1.21 g, 1.12 ml, 1.9 mmol, Eq: 2) in tetrahydrofuran (10 ml) is stirred for 18 hours at 60° C. The mixture is diluted with ethyl acetate and washed 2 times with water and once with brine, the organic layer was separated, dried over magnesium sulfate, fi... Starting materials: C(C1=CC=CC=C1)SC=1C=C(CO)C=CC1 (3-benzylthiobenzyl alcohol), CCCCCC (hexane), S(=O)(Cl)Cl (thionyl chloride). Solvent: C(Cl)(Cl)Cl (chloroform). Product: C(C1=CC=CC=C1)SC=1C=C(CCl)C=CC1 (3-benzylthiobenzyl chloride). Isolated yield 51.0%. RXN SMILES: [CH2:1]([S:8][C:9]1[CH:10]=[C:11]([CH:14]=[CH:15][CH:16]=1)[CH2:12]O)[C:2]1[CH:7]=[CH:6][CH:5]=[CH:4][CH:3]=1.S(Cl)([Cl:19])=O.CCCCCC>C(Cl)(Cl)Cl>[CH2:1]([S:8][C:9]1[CH:10]=[C:11]([CH:14]=[CH:15][CH:16]=1)[CH2:12][Cl:19])[C:2]1[CH:7]=[CH:6][CH:5]=[CH:4][CH:3]=1. Procedure details: One hundred milligrams of the alcohol obtained above was dissolved in 10 ml of chloroform, and 0.3 ml of thionyl chloride was added. The mixture was reacted at room temperature for 2 hours. The reaction mixture was concentrated under reduced pressure, and the residue was dissolved in 20 ml of water and 20 ml of ethyl ether. The ether layer was separated, and the solvent was evaporated. The residue was purified by medium-pressure liquid chromatography column: Lobar column, size A, Lichroprep Si 6... Reactants: solution, C[O-].[Na+] (sodium methoxide), C1CC12CCC(CC2)=O (spiro[2.5]octan-6-one), [N+](=O)([O-])C (nitromethane). Run in CO (methanol), CO (methanol). Reaction conditions: time 8 hour. Yields the product [N+](=O)([O-])CC1(CCC2(CC2)CC1)O (6-(Nitromethyl)spiro[2.5]octan-6-ol). Yield: 55.7%. As a reaction SMILES: C[O-].[Na+].[CH2:4]1[C:6]2([CH2:11][CH2:10][C:9](=[O:12])[CH2:8][CH2:7]2)[CH2:5]1.[N+:13]([CH3:16])([O-:15])=[O:14]>CO>[N+:13]([CH2:16][C:9]1([OH:12])[CH2:10][CH2:11][C:6]2([CH2:5][CH2:4]2)[CH2:7][CH2:8]1)([O-:15])=[O:14] |f:0.1|. Procedure: To 4M solution of sodium methoxide (14 mL) in methanol (10 mL) was added a solution of spiro[2.5]octan-6-one (4.6 g, 0.031 mol) and nitromethane (2.3 mL, 0.042 mol) in methanol (20 mL) at room temperature and stirred overnight. The reaction was quenched with acetic acid (4.5 mL) and water (50 mL) and the volatiles were removed under reduced pressure. The residue was extracted with dichloromethane (2×50 mL), and the combined extracts were dried, filtered and evaporated. The residue was purified b... Reactants: CC1CO1, C[Si](C)(C)Br, ClC(Cl)Cl, CC(C)O, CC(C)OP(=O)(CCCN)Cc1ccccc1. Product: NCCCP(=O)(O)Cc1ccccc1. RXN SMILES: [CH2:31]1[O:32][CH:33]1[CH3:34].[CH3:22][Si:23]([Br:24])([CH3:25])[CH3:26].[CH:18]([Cl:19])([Cl:20])[Cl:21].[CH:27]([OH:28])([CH3:29])[CH3:30].[NH2:1][CH2:2][CH2:3][CH2:4][P:5]([O:6][CH:7]([CH3:8])[CH3:9])(=[O:10])[CH2:11][c:12]1[cH:13][cH:14][cH:15][cH:16][cH:17]1>>[NH2:1][CH2:2][CH2:3][CH2:4][P:5](=[O:6])([OH:10])[CH2:11][c:12]1[cH:13][cH:14][cH:15][cH:16][cH:17]1. The reactants are CCCCCCn1c(C)c(CC(=O)OCC)c2cc(OC)ccc21, CCOC(C)=O, [Cl-], Cl, [NH4+], O. Product: CCCCCCn1c(C)c(CC(N)=O)c2cc(OC)ccc21. Reaction SMILES: [CH2:3]([O:5][C:6](=[O:4])[CH2:7][c:8]1[c:9]([CH3:25])[n:10]([CH2:19][CH2:20][CH2:21][CH2:22][CH2:23][CH3:24])[c:11]2[cH:12][cH:13][c:14]([O:17][CH3:18])[cH:15][c:16]12)[CH3:26].[CH3:29][CH2:30][O:31][C:32](=[O:33])[CH3:34].[Cl-:1].[ClH:28].[NH4+:2].[OH2:27]>>[NH2:2][C:6](=[O:5])[CH2:7][c:8]1[c:9]([CH3:25])[n:10]([CH2:19][CH2:20][CH2:21][CH2:22][CH2:23][CH3:24])[c:11]2[cH:12][cH:13][c:14]([O:17][CH3:18])[cH:15][c:16]12. Starting materials: [Br-], CC(C)(C=O)NC(=O)OC(C)(C)C, C1CCOC1, C[P+](c1ccccc1)(c1ccccc1)c1ccccc1, C[Si](C)(C)[N-][Si](C)(C)C, [K+], O. Product: C=CC(C)(C)NC(=O)OC(C)(C)C. RXN SMILES: [Br-:25].[C:11]([CH3:12])([CH3:13])([CH3:14])[O:15][C:16]([NH:17][C:18]([CH:19]=[O:20])([CH3:21])[CH3:22])=[O:23].[CH2:46]1[O:47][CH2:48][CH2:49][CH2:50]1.[CH3:26][P+:27]([c:28]1[cH:29][cH:30][cH:31][cH:32][cH:33]1)([c:34]1[cH:35][cH:36][cH:37][cH:38][cH:39]1)[c:40]1[cH:41][cH:42][cH:43][cH:44][cH:45]1.[CH3:2][Si:3]([N-:4][Si:5]([CH3:6])([CH3:7])[CH3:8])([CH3:9])[CH3:10].[K+:1].[OH2:24]>>[CH2:2]=[CH:19][C:18]([NH:17][C:16]([O:15][C:11]([CH3:12])([CH3:13])[CH3:14])=[O:23])([CH3:21])[CH3:22].